Dataset: the Open Reaction Database (ORD), a public repository of structured organic reaction records. Task: describe an organic reaction: reactants, conditions, products, and yield Product: N#Cc1ccc(COc2ccc(-c3cccc4nc(NC(=O)C5CC5)nn34)cc2)cn1. As a reaction SMILES: [Br:26][c:27]1[cH:28][cH:29][cH:30][c:31]2[n:32]1[n:33][c:34]([NH:36][C:37](=[O:38])[CH:39]1[CH2:40][CH2:41]1)[n:35]2.[CH3:1][C:2]1([CH3:3])[C:4]([CH3:5])([CH3:6])[O:7][B:8]([c:9]2[cH:10][cH:11][c:12]([O:13][CH2:14][c:15]3[cH:16][cH:17][c:18]([C:21]#[N:22])[n:19][cH:20]3)[cH:23][cH:24]2)[O:25]1.[K+:42].[K+:43].[O-:44][C:45]([O-:46])=[O:47].[O:49]1[CH2:50][CH2:51][O:52][CH2:53][CH2:54]1.[OH2:48]>>[c:9]1(-[c:27]2[cH:28][cH:29][cH:30][c:31]3[n:32]2[n:33][c:34]([NH:36][C:37](=[O:38])[CH:39]2[CH2:40][CH2:41]2)[n:35]3)[cH:10][cH:11][c:12]([O:13][CH2:14][c:15]2[cH:16][cH:17][c:18]([C:21]#[N:22])[n:19][cH:20]2)[cH:23][cH:24]1. Starting materials: O=C(Nc1nc2cccc(Br)n2n1)C1CC1, CC1(C)OB(c2ccc(OCc3ccc(C#N)nc3)cc2)OC1(C)C, [K+], [K+], O=C([O-])[O-], C1COCCO1, O.